Task: describe an organic reaction: reactants, conditions, products, and yield. Dataset: the Open Reaction Database (ORD), a public repository of structured organic reaction records Starting materials: FC(C(=O)OC)(F)F (methyl trifluoroacetate), Cl (hydrochloric acid), C(CCC)[Li] (n-butyllithium), C(C1=CC=CC=C1)OC1=CC=C(C=C1)Br (4-bromophenol benzyl ether). The solvent is O1CCCC1 (tetrahydrofuran), C1(=CC=CC=C1)C (toluene). Conditions: temperature -40 celsius. The product is C(C1=CC=CC=C1)OC1=CC=C(C=C1)C(C(F)(F)F)=O (4-Trifluoroacetylphenol benzyl ether). Reaction SMILES: C([Li])CCC.[CH2:6]([O:13][C:14]1[CH:19]=[CH:18][C:17](Br)=[CH:16][CH:15]=1)[C:7]1[CH:12]=[CH:11][CH:10]=[CH:9][CH:8]=1.[F:21][C:22]([F:28])([F:27])[C:23](OC)=[O:24].Cl>O1CCCC1.C1(C)C=CC=CC=1>[CH2:6]([O:13][C:14]1[CH:19]=[CH:18][C:17]([C:23](=[O:24])[C:22]([F:28])([F:27])[F:21])=[CH:16][CH:15]=1)[C:7]1[CH:12]=[CH:11][CH:10]=[CH:9][CH:8]=1. Procedure: A solution of 91.2 ml (0.23 mol) of 2.5M n-butyllithium solution was added dropwise at -40° C. to a solution of 50.0 g (0.19 mol) of 4-bromophenol benzyl ether in 250 ml of tetrahydrofuran. The mixture was subsequently stirred for a short time at -40° C., then cooled to -78° C., and 34 g (0.27 mol) of methyl trifluoroacetate were added dropwise. The mixture was allowed to come to room temperature and then stirred at 0° C. for 3 hours. For working up, 120 ml of dilute hydrochloric acid were added... Starting materials: ClC=1C=NC(=C(C(=O)NC2(CC2)C2=CC=C(C(=O)OC)C=C2)C1)N1CC(C1)OC1=CC(=CC=C1)N1CCNCC1 (methyl 4-(1-(5-chloro-2-(3-(3-(piperazin-1-yl)phenoxy)azetidin-1-yl)nicotinamido)cyclopropyl)benzoate), [OH-].[Na+] (NaOH), Cl (HCl). Solvent: O1CCOCC1.O (1-4-dioxane water). Conditions: temperature 60 celsius. The product is ClC=1C=NC(=C(C(=O)NC2(CC2)C2=CC=C(C(=O)O)C=C2)C1)N1CC(C1)OC1=CC(=CC=C1)N1CCNCC1 (4-(1-(5-chloro-2-(3-(3-(piperazin-1-yl)phenoxy)azetidin-1-yl)nicotinamido)cyclopropyl)benzoic acid). Yield: 77.5%. RXN SMILES: [Cl:1][C:2]1[CH:3]=[N:4][C:5]([N:24]2[CH2:27][CH:26]([O:28][C:29]3[CH:34]=[CH:33][CH:32]=[C:31]([N:35]4[CH2:40][CH2:39][NH:38][CH2:37][CH2:36]4)[CH:30]=3)[CH2:25]2)=[C:6]([CH:23]=1)[C:7]([NH:9][C:10]1([C:13]2[CH:22]=[CH:21][C:16]([C:17]([O:19]C)=[O:18])=[CH:15][CH:14]=2)[CH2:12][CH2:11]1)=[O:8].[OH-].[Na+].Cl>O1CCOCC1.O>[Cl:1][C:2]1[CH:3]=[N:4][C:5]([N:24]2[CH2:27][CH:26]([O:28][C:29]3[CH:34]=[CH:33][CH:32]=[C:31]([N:35]4[CH2:40][CH2:39][NH:38][CH2:37][CH2:36]4)[CH:30]=3)[CH2:25]2)=[C:6]([CH:23]=1)[C:7]([NH:9][C:10]1([C:13]2[CH:22]=[CH:21][C:16]([C:17]([OH:19])=[O:18])=[CH:15][CH:14]=2)[CH2:12][CH2:11]1)=[O:8] |f:1.2,4.5|. Reported procedure: To a solution of methyl 4-(1-(5-chloro-2-(3-(3-(piperazin-1-yl)phenoxy)azetidin-1-yl)nicotinamido)cyclopropyl)benzoate (D156) (105 mg, 0.186 mmol) in a mixture 1-4-dioxane/water (3 ml/1 ml), 1N NaOH (0.28 ml) was added. The reaction mixture was heated to 60° C. overnight. After cooling at room temperature, the reaction mixture was acidified with 1N HCl (pH=1) and the solvents were evaporated in vacuo. The residue was loaded on Porapak RXN RP cartridge (5 g) eluting with water+0.1% acetic acid/ac... The reactants are C(C)(C)(C)OC(=O)N[C@H](CC(C)(C)C)C(=O)O (N-(tert-butoxycarbonyl)-4-methyl-D-leucine), ClC=1C=CC(=C(CNC([C@H]2NCCC2)=O)C1)N1N=CN=C1 (N-[5-chloro-2-(1H-1,2,4-triazol-1-yl)benzyl]-L-prolinamide), C(CCl)Cl (EDC), C1=CC2=C(N=C1)N(N=N2)O (HOAt). Solvent: CN(C)C=O (DMF), C(=O)(C(F)(F)F)O.C(Cl)Cl (TFA CH2Cl2). The product is CC(C[C@@H](N)C(=O)N1[C@H](C(=O)NCC2=C(C=CC(=C2)Cl)N2N=CN=C2)CCC1)(C)C (4-methyl-D-leucyl-N-[5-chloro-2-(1H-1,2,4-triazol-1-yl)benzyl]-L-prolinamide). As a reaction SMILES: C(OC([NH:8][C@@H:9]([C:15]([OH:17])=O)[CH2:10][C:11]([CH3:14])([CH3:13])[CH3:12])=O)(C)(C)C.[Cl:18][C:19]1[CH:20]=[CH:21][C:22]([N:34]2[CH:38]=[N:37][CH:36]=[N:35]2)=[C:23]([CH:33]=1)[CH2:24][NH:25][C:26](=[O:32])[C@@H:27]1[CH2:31][CH2:30][CH2:29][NH:28]1.C(Cl)CCl.C1C=NC2N(O)N=NC=2C=1>CN(C=O)C.C(O)(C(F)(F)F)=O.C(Cl)Cl>[CH3:14][C:11]([CH3:12])([CH3:13])[CH2:10][C@H:9]([C:15]([N:28]1[CH2:29][CH2:30][CH2:31][C@H:27]1[C:26]([NH:25][CH2:24][C:23]1[CH:33]=[C:19]([Cl:18])[CH:20]=[CH:21][C:22]=1[N:34]1[CH:38]=[N:37][CH:36]=[N:35]1)=[O:32])=[O:17])[NH2:8] |f:5.6|. Procedure details: The title compound was prepared from N-(tert-butoxycarbonyl)-4-methyl-D-leucine (32 mg, 0.13 mmol), N-[5-chloro-2-(1H-1,2,4-triazol-1-yl)benzyl]-L-prolinamide (Example 27, Step B, 50 mg, 0.21 mmol, 1.0 equiv), EDC (38 mg, 0.20 mmol, 1.5 equiv) and HOAt (9 mg, 0.07 mmol, 0.5 equiv) in DMF (1 mL) followed by deprotection in TFA-CH2Cl2 essentially according to the procedure described in Example 27, Step C. Purification by reverse phase chromatography [95:5 water (+0.1% TFA)/CH3CN (+0.1% TFA) to 50:... Reaction SMILES: [CH3:31][C:32]#[N:33].[P:26]([Cl:27])([Cl:28])([Cl:29])=[O:30].[c:1]1([S:7](=[O:8])(=[O:9])[n:10]2[cH:11][cH:12][c:13]3[cH:14][c:15]([O:19][CH2:20][CH2:21][NH:22][C:23]([CH3:24])=[O:25])[cH:16][cH:17][c:18]23)[cH:2][cH:3][cH:4][cH:5][cH:6]1>>[c:1]1([S:7](=[O:8])(=[O:9])[n:10]2[cH:11][cH:12][c:13]3[c:14]4[c:15]([cH:16][cH:17][c:18]23)[O:19][CH2:20][CH2:21][N:22]=[C:23]4[CH3:24])[cH:2][cH:3][cH:4][cH:5][cH:6]1. The reactants are CC#N, O=P(Cl)(Cl)Cl, CC(=O)NCCOc1ccc2c(ccn2S(=O)(=O)c2ccccc2)c1. Product: CC1=NCCOc2ccc3c(ccn3S(=O)(=O)c3ccccc3)c21.